This data is from the Open Reaction Database (ORD), a public repository of structured organic reaction records. The task is: describe an organic reaction: reactants, conditions, products, and yield Starting materials: O (Water), OO (hydrogen peroxide), [OH-].[Na+] (sodium hydroxide), C(C)NC1=C(C#N)C=CC(=C1)N1N=C(C=2C1=NC=CC2N2C=NC(=C2)C=2C=NN(C2)C)C(C)C (2-(Ethylamino)-4-{3-isopropyl-4-(4-(1-methyl-1H-pyrazol-4-yl)-1H-imidazol-1-yl)-1H-pyrazolo[3,4-b]pyridin-1-yl}benzonitrile). The solvent is CS(=O)C (DMSO). Conditions: time 10 minute. Product: C(C)NC1=C(C(=O)N)C=CC(=C1)N1N=C(C=2C1=NC=CC2N2C=NC(=C2)C=2C=NN(C2)C)C(C)C (2-(Ethylamino)-4-{3-isopropyl-4-(4-(1-methyl-1H-pyrazol-4-yl)-1H-imidazol-1-yl)-1H-pyrazolo[3,4-b]pyridin-1-yl}benzamide). Yield: 90.0%. RXN SMILES: [CH2:1]([NH:3][C:4]1[CH:11]=[C:10]([N:12]2[C:16]3=[N:17][CH:18]=[CH:19][C:20]([N:21]4[CH:25]=[C:24]([C:26]5[CH:27]=[N:28][N:29]([CH3:31])[CH:30]=5)[N:23]=[CH:22]4)=[C:15]3[C:14]([CH:32]([CH3:34])[CH3:33])=[N:13]2)[CH:9]=[CH:8][C:5]=1[C:6]#[N:7])[CH3:2].[OH:35]O.[OH-].[Na+].O>CS(C)=O>[CH2:1]([NH:3][C:4]1[CH:11]=[C:10]([N:12]2[C:16]3=[N:17][CH:18]=[CH:19][C:20]([N:21]4[CH:25]=[C:24]([C:26]5[CH:27]=[N:28][N:29]([CH3:31])[CH:30]=5)[N:23]=[CH:22]4)=[C:15]3[C:14]([CH:32]([CH3:33])[CH3:34])=[N:13]2)[CH:9]=[CH:8][C:5]=1[C:6]([NH2:7])=[O:35])[CH3:2] |f:2.3|. Procedure: Compound (100b) (1.00 g), copper iodide (0.248 g), cesium carbonate (2.12 g), and 4-bromo-2-(ethylamino)benzonitrile (0.932 g) were suspended in 1,4-dioxane (10 mL), and N,N′-dimethylethylenediamine (0.560 mL) was added to the suspension, followed by stirring at 150° C. for 20 hr. The reaction solution was distributed between chloroform and water. The organic layer was washed with a 2 N aqueous sodium hydroxide solution and dried over magnesium sulfate, and then the solvent was distilled away. T... The reactants are C(#N)C1=CC=C(C=N1)C1=CC=C(C(=O)OC)C=C1 (Methyl 4-(6-cyano-3-pyridinyl)benzoate), [Li+].[OH-] (LiOH), Cl (HCl). Solvent: O (water), O1CCOCC1 (dioxane). Conditions: time 2 day. Product: C(#N)C1=CC=C(C=N1)C1=CC=C(C(=O)O)C=C1 (4-(6-Cyano-3-pyridinyl)benzoic acid). The yield is 74.4%. Reaction SMILES: [C:1]([C:3]1[N:8]=[CH:7][C:6]([C:9]2[CH:18]=[CH:17][C:12]([C:13]([O:15]C)=[O:14])=[CH:11][CH:10]=2)=[CH:5][CH:4]=1)#[N:2].[Li+].[OH-].Cl>O1CCOCC1.O>[C:1]([C:3]1[N:8]=[CH:7][C:6]([C:9]2[CH:18]=[CH:17][C:12]([C:13]([OH:15])=[O:14])=[CH:11][CH:10]=2)=[CH:5][CH:4]=1)#[N:2] |f:1.2|. Procedure: Methyl 4-(6-cyano-3-pyridinyl)benzoate (D8) (0.5 g) in dioxane (30 ml) was treated with 1.1 eq aqueous LiOH solution (2.3 ml, 1N) and stirred at rt for 2 days. Solvent was removed by evaporation to give a white solid which was dissolved in water (10 ml) and acidified with 2N HCl to give a white solid which was filtered and dried to give the title compound (D9) (0.35 g). LCMS electrospray (+ve) 224 (MH+). The reactants are CN1CCC(=CC1)CCCOC1=CC=C(C=N1)C=O (6-[3-(1-methyl-1,2,3,6-tetrahydro-pyridin-4-yl)-propoxy]-pyridine-3-carbaldehyde), FC=1C(=C(C(=CC1)N)N)C (4-fluoro-3-methyl-benzene-1,2-diamine), Na2S2O5. The product is FC1=C(C2=C(NC(=N2)C=2C=NC(=CC2)OCCCC=2CCN(CC2)C)C=C1)C (5-Fluoro-4-methyl-2-{6-[3-(1-methyl-1,2,3,6-tetrahydro-pyridin-4-yl)-propoxy]-pyridin-3-yl}-1H-benzoimidazole). The yield is 16.2%. Reaction SMILES: [CH3:1][N:2]1[CH2:7][CH:6]=[C:5]([CH2:8][CH2:9][CH2:10][O:11][C:12]2[N:17]=[CH:16][C:15]([CH:18]=O)=[CH:14][CH:13]=2)[CH2:4][CH2:3]1.[F:20][C:21]1[C:22]([CH3:29])=[C:23]([NH2:28])[C:24]([NH2:27])=[CH:25][CH:26]=1>>[F:20][C:21]1[CH:26]=[CH:25][C:24]2[NH:27][C:18]([C:15]3[CH:16]=[N:17][C:12]([O:11][CH2:10][CH2:9][CH2:8][C:5]4[CH2:4][CH2:3][N:2]([CH3:1])[CH2:7][CH:6]=4)=[CH:13][CH:14]=3)=[N:28][C:23]=2[C:22]=1[CH3:29]. Procedure: 6-[3-(1-Methyl-1,2,3,6-tetrahydro-pyridin-4-yl)-propoxy]-nicotinonitrile. To a stirred solution of 3-(1-methyl-1,2,3,6-tetrahydro-pyridin-4-yl)-propan-1-ol (1.23 g, 7.94 mmol, 1.1 equiv) in DMF (50 mL), under an atmosphere of nitrogen, was added 60% sodium hydride (433 mg, 10.8 mmol, 1.5 equiv) portion wise. Once the initial effervescence had subsided, the mixture was heated at 60° C. for 1 h then cooled to rt. A solution of 6-chloronicotinonitrile (1.0 g, 7.21 mmol, 1.0 equiv) in DMF (5 mL) was... The reactants are CCCCO, CCOC(C)=O, CCN(C(C)C)C(C)C, Clc1ncnc2[nH]cnc12, NC1(C(=O)NC(CCO)c2ccc(Cl)cc2)CCNCC1. Product: NC1(C(=O)NC(CCO)c2ccc(Cl)cc2)CCN(c2ncnc3[nH]cnc23)CC1. As a reaction SMILES: [CH3:41][CH2:42][CH2:43][CH2:44][OH:45].[CH3:46][CH2:47][O:48][C:49]([CH3:50])=[O:51].[CH:1]([N:2]([CH2:3][CH3:4])[CH:5]([CH3:6])[CH3:7])([CH3:8])[CH3:9].[Cl:31][c:32]1[c:33]2[n:34][cH:35][nH:36][c:37]2[n:38][cH:39][n:40]1.[NH2:10][C:11]1([C:17](=[O:18])[NH:19][CH:20]([CH2:21][CH2:22][OH:23])[c:24]2[cH:25][cH:26][c:27]([Cl:30])[cH:28][cH:29]2)[CH2:12][CH2:13][NH:14][CH2:15][CH2:16]1>>[NH2:10][C:11]1([C:17](=[O:18])[NH:19][CH:20]([CH2:21][CH2:22][OH:23])[c:24]2[cH:25][cH:26][c:27]([Cl:30])[cH:28][cH:29]2)[CH2:12][CH2:13][N:14]([c:32]2[c:33]3[n:34][cH:35][nH:36][c:37]3[n:38][cH:39][n:40]2)[CH2:15][CH2:16]1. Starting materials: NC1=C(C=C(C=C1)C1=CN(C=2N=CN=C(C21)N)C2CCOCC2)OC.NC=2C1=C(N=CN2)N(C=C1C1=CC(=C(C=C1)NC(OC1CCOCC1)=O)OC)C1CCOCC1 (Tetrahydro-2H-4-pyranyl N-[4-(4-amino-7-tetrahydro-2H-4-pyranyl-7H-pyrrolo[2,3-d]pyrimidin-5-yl)-2-methoxyphenyl]carbamate 5-(4-Amino-3-methoxyphenyl)-7-tetrahydro-2H-4-pyranyl-7H-pyrrolo[2,3-d]pyrimidin-4-amine), 4-nitrophenyl tetrahydro-2H-4-pyranyl carbonate, 4-nitrophenyl tetrahydro-2H-4-pyranyl carbonate. Run in N1=CC=CC=C1 (pyridine). Reaction conditions: temperature 70 celsius, time 5 hour. The product is NC=1C2=C(N=CN1)N(C=C2C2=CC(=C(C=C2)NC(OC2CCOCC2)=O)OC)C2CCOCC2 (tetrahydro-2H-4-pyranyl N-[4-(4-amino-7-tetrahydro-2H-4-pyranyl-7H-pyrrolo[2,3-d]pyrimidin-5-yl)-2-methoxyphenyl]carbamate). Yield: 38.1%. RXN SMILES: NC1C=CC(C2C3C(N)=NC=NC=3N(C3CCOCC3)C=2)=CC=1OC.[NH2:26][C:27]1[C:28]2[C:35]([C:36]3[CH:41]=[CH:40][C:39]([NH:42][C:43](=[O:51])[O:44][CH:45]4[CH2:50][CH2:49][O:48][CH2:47][CH2:46]4)=[C:38]([O:52][CH3:53])[CH:37]=3)=[CH:34][N:33]([CH:54]3[CH2:59][CH2:58][O:57][CH2:56][CH2:55]3)[C:29]=2[N:30]=[CH:31][N:32]=1>N1C=CC=CC=1>[NH2:26][C:27]1[C:28]2[C:35]([C:36]3[CH:41]=[CH:40][C:39]([NH:42][C:43](=[O:51])[O:44][CH:45]4[CH2:50][CH2:49][O:48][CH2:47][CH2:46]4)=[C:38]([O:52][CH3:53])[CH:37]=3)=[CH:34][N:33]([CH:54]3[CH2:59][CH2:58][O:57][CH2:56][CH2:55]3)[C:29]=2[N:30]=[CH:31][N:32]=1 |f:0.1|. Reported procedure: Tetrahydro-2H-4-pyranyl N-[4-(4-amino-7-tetrahydro-2H-4-pyranyl-7H-pyrrolo[2,3-d]pyrimidin-5-yl)-2-methoxyphenyl]carbamate 5-(4-Amino-3-methoxyphenyl)-7-tetrahydro-2H-4-pyranyl-7H-pyrrolo[2,3-d]pyrimidin-4-amine (57 mg, 0.168 mmol) and 4-nitrophenyl tetrahydro-2H-4-pyranyl carbonate (90 mg, 0.336 mmol) was mixed in pyridine (1 mL). After stirring for 5 hours, another 90 mg of 4-nitrophenyl tetrahydro-2H-4-pyranyl carbonate was added and the reaction mixture was stirred for 2 days. The reaction m... Starting materials: N1=CC=C(C=C1)C1=C(C(=CC2=CC(=C(C=C12)OC)OC)C(=O)OC)C(=O)OC (1-(4-pyridyl)-2,3-bis(methoxycarbonyl)-6,7-dimethoxynaphthalen), N-oxide, solution, Br (hydrogen bromide), C(C)(=O)O (acetic acid), ClC1=NC2=CC=CC=C2C=C1 (2-chloroquinoline). Run in C1(=CC=CC=C1)C (toluene). Yields the product O=C1N(C2=CC=CC=C2C=C1)C1=NC=CC(=C1)C1=C(C(=CC2=CC(=C(C=C12)OC)OC)C(=O)OC)C(=O)OC (1-[2-(2-oxo-1,2-dihydroquinolin-1-yl)-4-pyridyl]-2,3-bis(methoxycarbonyl)-6,7-dimethoxynaphthalene). As a reaction SMILES: [N:1]1[CH:6]=[CH:5][C:4]([C:7]2[C:16]3[C:11](=[CH:12][C:13]([O:19][CH3:20])=[C:14]([O:17][CH3:18])[CH:15]=3)[CH:10]=[C:9]([C:21]([O:23][CH3:24])=[O:22])[C:8]=2[C:25]([O:27][CH3:28])=[O:26])=[CH:3][CH:2]=1.Cl[C:30]1[CH:39]=[CH:38][C:37]2[C:32](=[CH:33][CH:34]=[CH:35][CH:36]=2)[N:31]=1.Br.C(O)(=[O:43])C>C1(C)C=CC=CC=1>[O:43]=[C:30]1[CH:39]=[CH:38][C:37]2[C:32](=[CH:33][CH:34]=[CH:35][CH:36]=2)[N:31]1[C:2]1[CH:3]=[C:4]([C:7]2[C:16]3[C:11](=[CH:12][C:13]([O:19][CH3:20])=[C:14]([O:17][CH3:18])[CH:15]=3)[CH:10]=[C:9]([C:21]([O:23][CH3:24])=[O:22])[C:8]=2[C:25]([O:27][CH3:28])=[O:26])[CH:5]=[CH:6][N:1]=1. Procedure details: To a suspension of 1-(4-pyridyl)-2,3-bis(methoxycarbonyl)-6,7-dimethoxynaphthalen, N-oxide (1.99 g) in toluene (10 ml) is added 2-chloroquinoline (3.27 g). To the mixture is added five drops of a 30 % solution of hydrogen bromide in acetic acid, and the mixture is refluxed for 15 hours. After the mixture is concentrated under reduced pressure to remove the solvent, water and methylene chloride are added to the residue. The pH value e of the mixture is adjusted to pH 8 with an aqueous sodium hydr... The reactants are NC(C(=O)N)(C(C)C)C (2-Amino-2,3-dimethylbutyramide), O1C=CC=2C1=NC1=C(C2)C(=O)OC1=O (furo[2,3-b]pyridine-5,6-dicarboxylic acid anhydride). Solvent: O1CCCC1 (tetrahydrofuran). Reaction conditions: time 16 hour. The product is C(N)(=O)C(C(C)C)(C)NC(=O)C1=C(C=C2C(=N1)OC=C2)C(=O)O (6-[(1-carbamoyl-1,2-dimethylpropyl)carbamoyl]furo[2,3-b]pyridine-5-carboxylic acid). Isolated yield 97.9%. RXN SMILES: [NH2:1][C:2]([CH3:9])([CH:6]([CH3:8])[CH3:7])[C:3]([NH2:5])=[O:4].[O:10]1[C:14]2=[N:15][C:16]3[C:22](=[O:23])[O:21][C:19](=[O:20])[C:17]=3[CH:18]=[C:13]2[CH:12]=[CH:11]1>O1CCCC1>[C:3]([C:2]([NH:1][C:22]([C:16]1[N:15]=[C:14]2[O:10][CH:11]=[CH:12][C:13]2=[CH:18][C:17]=1[C:19]([OH:21])=[O:20])=[O:23])([CH3:9])[CH:6]([CH3:8])[CH3:7])(=[O:4])[NH2:5]. Procedure: 2-Amino-2,3-dimethylbutyramide (2.1 g, 0.016 mol) is added to a stirred suspension of furo[2,3-b]pyridine-5,6-dicarboxylic acid anhydride (3.0 g, 0.016 mol) in tetrahydrofuran (7.5 mL) and the mixture allowed to stir at room temperature for 16 hours. The reaction mixture is then stirred at 60° C. for one hour, cooled to room temperature, either added, and the solid filtered off and dried to give 5 g of 6-[(1-carbamoyl-1,2-dimethylpropyl)carbamoyl]furo[2,3-b]pyridine-5-carboxylic acid mp 192°-196... Reactants: P(Br)(Br)Br (PBr3), C1(=CC=CC=2C3=CC=CC=C3CC12)C(=O)O (Fluorene-1-carboxylic acid), OCC1=CC=CC=2C3=CC=CC=C3CC12 (1-hydroxymethylfluorene), methyl ester, OCC1=CC=CC=2C3=CC=CC=C3CC12 (1-hydroxymethylfluorene), O (water). Run in C1CCOC1 (THF), C1CCOC1 (THF). Conditions: temperature -5 celsius, time 1.5 hour. The product is BrCC1=CC=CC=2C3=CC=CC=C3CC12 (1-bromomethylfluorene). As a reaction SMILES: [C:1]1([C:14](O)=O)[C:13]2[CH2:12][C:11]3[C:6](=[CH:7][CH:8]=[CH:9][CH:10]=3)[C:5]=2[CH:4]=[CH:3][CH:2]=1.OCC1C2CC3C(=CC=CC=3)C=2C=CC=1.P(Br)(Br)[Br:33].O>C1COCC1>[Br:33][CH2:14][C:1]1[C:13]2[CH2:12][C:11]3[C:6](=[CH:7][CH:8]=[CH:9][CH:10]=3)[C:5]=2[CH:4]=[CH:3][CH:2]=1. Reported procedure: Fluorene-1-carboxylic acid was purchased from Aldrich. It was reduced as described in J. Am. Chem. Soc. 1961, 83, 417 via the methyl ester to 1-hydroxymethylfluorene 1H NMR (CDCl3): δ 4.84 ppm (CH2), 3.89 ppm (CH2). 4.1 g (21 mmol) 1-hydroxymethylfluorene dissolved in 60 ml THF was slowly added to 2.54 g PBr3 in 10 ml THF at −5° C. The orange solution was stirred for 1.5 hrs at −5° C. then stirred for 16 hrs at room temperature. This was then poured into iced water, allowed to settle and 5.1 g o... The reactants are ClC(Cl)Cl, NC(=O)c1ccccc1N, O, On1nnc2ccccc21, c1ccncc1, O=C(O)c1csc(-c2cccnc2)n1. Product: NC(=O)c1ccccc1NC(=O)c1csc(-c2cccnc2)n1. RXN SMILES: [CH:25]([Cl:26])([Cl:27])[Cl:28].[NH2:15][c:16]1[c:17]([C:18](=[O:19])[NH2:20])[cH:21][cH:22][cH:23][cH:24]1.[OH2:29].[OH:30][n:31]1[c:32]2[cH:33][cH:34][cH:35][cH:36][c:37]2[n:38][n:39]1.[cH:40]1[cH:41][cH:42][n:43][cH:44][cH:45]1.[n:1]1[cH:2][c:3](-[c:7]2[s:8][cH:9][c:10]([C:12](=[O:13])[OH:14])[n:11]2)[cH:4][cH:5][cH:6]1>>[n:1]1[cH:2][c:3](-[c:7]2[s:8][cH:9][c:10]([C:12](=[O:14])[NH:15][c:16]3[c:17]([C:18](=[O:19])[NH2:20])[cH:21][cH:22][cH:23][cH:24]3)[n:11]2)[cH:4][cH:5][cH:6]1. Starting materials: C(C)OC(C[C@H](C1=CC=CC=C1)N1C(N(C=2C1=NC(=CC2)C)CC2=CN(C1=CC=CC(=C21)C)C)=O)=O ((R)-3-[1-(1,4-dimethyl-1H-indol-3-ylmethyl)-5-methyl-2-oxo-1,2-dihydro-imidazo[4,5-b]pyridin-3-yl]-3-phenyl-propionic acid ethyl ester), [OH-].[Na+] (NaOH), Cl (HCl). Run in CO (MeOH). Run at time 2 hour. Product: CN1C=C(C2=C(C=CC=C12)C)CN1C(N(C2=NC(=CC=C21)C)[C@H](CC(=O)O)C2=CC=CC=C2)=O ((R)-3-[1-(1,4-Dimethyl-1H-indol-3-ylmethyl)-5-methyl-2-oxo-1,2-dihydro-imidazo[4,5-b]pyridin-3-yl]-3-phenyl-propionic acid). The yield is 77.3%. Reaction SMILES: C([O:3][C:4](=[O:36])[CH2:5][C@@H:6]([N:13]1[C:17]2=[N:18][C:19]([CH3:22])=[CH:20][CH:21]=[C:16]2[N:15]([CH2:23][C:24]2[C:32]3[C:27](=[CH:28][CH:29]=[CH:30][C:31]=3[CH3:33])[N:26]([CH3:34])[CH:25]=2)[C:14]1=[O:35])[C:7]1[CH:12]=[CH:11][CH:10]=[CH:9][CH:8]=1)C.[OH-].[Na+].Cl>CO>[CH3:34][N:26]1[C:27]2[C:32](=[C:31]([CH3:33])[CH:30]=[CH:29][CH:28]=2)[C:24]([CH2:23][N:15]2[C:16]3[C:17](=[N:18][C:19]([CH3:22])=[CH:20][CH:21]=3)[N:13]([C@@H:6]([C:7]3[CH:12]=[CH:11][CH:10]=[CH:9][CH:8]=3)[CH2:5][C:4]([OH:36])=[O:3])[C:14]2=[O:35])=[CH:25]1 |f:1.2|. Procedure details: To a solution of (R)-3-[1-(1,4-dimethyl-1H-indol-3-ylmethyl)-5-methyl-2-oxo-1,2-dihydro-imidazo[4,5-b]pyridin-3-yl]-3-phenyl-propionic acid ethyl ester (200 mg, 0.41 mmol) in MeOH (5 mL) was added 2N NaOH (2 mL). The reaction mixture was stirred at room temperature for 2 hours. The reaction mixture was then treated with 1N HCl and extracted with CH2Cl2 twice. The combined organic phase was dried over Na2SO4 and concentrated. The resulting residue was purified by silica gel preparative TLC using ...